The task is: describe an organic reaction: reactants, conditions, products, and yield. This data is from the Open Reaction Database (ORD), a public repository of structured organic reaction records. Reactants: Fc1ccc(Br)cc1, [K+], O=[N+]([O-])[O-], O=S(=O)(O)O. Product: O=[N+]([O-])c1cc(F)ccc1Br. Reaction SMILES: [Br:1][c:2]1[cH:3][cH:4][c:5]([F:8])[cH:6][cH:7]1.[K+:13].[N+:9](=[O:10])([O-:11])[O-:12].[S:14](=[O:15])(=[O:16])([OH:17])[OH:18]>>[Br:1][c:2]1[c:3]([N+:9](=[O:10])[O-:11])[cH:4][c:5]([F:8])[cH:6][cH:7]1. Reactants: C=C(C)[O-], CC(C)=CCCC(C)CCOC(=O)Cl, [K+], C1CCOC1. The product is C=C(C)OC(=O)OCCC(C)CCC=C(C)C. Reaction SMILES: [C:15](=[CH2:16])([CH3:17])[O-:18].[Cl:1][C:2](=[O:3])[O:4][CH2:5][CH2:6][CH:7]([CH3:8])[CH2:9][CH2:10][CH:11]=[C:12]([CH3:13])[CH3:14].[K+:19].[O:20]1[CH2:21][CH2:22][CH2:23][CH2:24]1>>[C:2](=[O:3])([O:4][CH2:5][CH2:6][CH:7]([CH3:8])[CH2:9][CH2:10][CH:11]=[C:12]([CH3:13])[CH3:14])[O:18][C:15](=[CH2:16])[CH3:17]. Reactants: CC(=O)N1c2ccc(NC(=O)c3ccccc3O)cc2C(C)(c2ccccc2)CC1(C)C, CS(=O)(=O)Cl, c1ccncc1. The product is CC(=O)N1c2ccc(NC(=O)c3ccccc3OS(C)(=O)=O)cc2C(C)(c2ccccc2)CC1(C)C. Reaction SMILES: [C:1]([CH3:2])(=[O:3])[N:4]1[C:5]([CH3:31])([CH3:32])[CH2:6][C:7]([CH3:24])([c:25]2[cH:26][cH:27][cH:28][cH:29][cH:30]2)[c:8]2[cH:9][c:10]([NH:14][C:15]([c:16]3[c:17]([OH:22])[cH:18][cH:19][cH:20][cH:21]3)=[O:23])[cH:11][cH:12][c:13]21.[CH3:33][S:34](=[O:35])(=[O:36])[Cl:37].[cH:38]1[cH:39][cH:40][n:41][cH:42][cH:43]1>>[C:1]([CH3:2])(=[O:3])[N:4]1[C:5]([CH3:31])([CH3:32])[CH2:6][C:7]([CH3:24])([c:25]2[cH:26][cH:27][cH:28][cH:29][cH:30]2)[c:8]2[cH:9][c:10]([NH:14][C:15]([c:16]3[c:17]([O:22][S:34]([CH3:33])(=[O:35])=[O:36])[cH:18][cH:19][cH:20][cH:21]3)=[O:23])[cH:11][cH:12][c:13]21.